describe an organic reaction: reactants, conditions, products, and yield From a dataset of the Open Reaction Database (ORD), a public repository of structured organic reaction records. Starting materials: CC(C)(C)NS(=O)(=O)c1ccc(B2OC(C)(C)C(C)(C)O2)s1, FC(F)(F)c1cc(-c2ccc(Cl)cc2)nc(-c2ccnc(Cl)c2)n1. The product is CC(C)(C)NS(=O)(=O)c1ccc(-c2cc(-c3nc(-c4ccc(Cl)cc4)cc(C(F)(F)F)n3)ccn2)s1. Reaction SMILES: [C:25]([CH3:26])([CH3:27])([CH3:28])[NH:29][S:30](=[O:31])(=[O:32])[c:33]1[s:34][c:35]([B:38]2[O:39][C:40]([CH3:41])([CH3:42])[C:43]([CH3:44])([CH3:45])[O:46]2)[cH:36][cH:37]1.[Cl:1][c:2]1[cH:3][cH:4][c:5](-[c:8]2[n:9][c:10](-[c:18]3[cH:19][c:20]([Cl:24])[n:21][cH:22][cH:23]3)[n:11][c:12]([C:14]([F:15])([F:16])[F:17])[cH:13]2)[cH:6][cH:7]1>>[Cl:1][c:2]1[cH:3][cH:4][c:5](-[c:8]2[n:9][c:10](-[c:18]3[cH:19][c:20](-[c:35]4[s:34][c:33]([S:30]([NH:29][C:25]([CH3:26])([CH3:27])[CH3:28])(=[O:31])=[O:32])[cH:37][cH:36]4)[n:21][cH:22][cH:23]3)[n:11][c:12]([C:14]([F:15])([F:16])[F:17])[cH:13]2)[cH:6][cH:7]1.